Dataset: the Open Reaction Database (ORD), a public repository of structured organic reaction records. Task: describe an organic reaction: reactants, conditions, products, and yield Starting materials: CSCCCO (3-(methylthio)-1-propanol), C(#N)C=1C=C(C=CC1O)C=1C=C(C(=O)OC)C=CN1 (methyl 2-(3-cyano-4-hydroxyphenyl)isonicotinate), C(CCC)P(CCCC)CCCC (tributylphosphine), N(=NC(=O)N1CCCCC1)C(=O)N1CCCCC1 (1,1′-(azodicarbonyl)dipiperidine). The solvent is C1CCOC1 (THF). Yields the product C(#N)C=1C=C(C=CC1OCCCSC)C=1C=C(C(=O)OC)C=CN1 (methyl 2-{3-cyano-4-[3-(methylthio)propoxy]phenyl}isonicotinate). Yield: 68.3%. RXN SMILES: [CH3:1][S:2][CH2:3][CH2:4][CH2:5][OH:6].[C:7]([C:9]1[CH:10]=[C:11]([C:16]2[CH:17]=[C:18]([CH:23]=[CH:24][N:25]=2)[C:19]([O:21][CH3:22])=[O:20])[CH:12]=[CH:13][C:14]=1O)#[N:8].C(P(CCCC)CCCC)CCC.N(C(N1CCCCC1)=O)=NC(N1CCCCC1)=O>C1COCC1>[C:7]([C:9]1[CH:10]=[C:11]([C:16]2[CH:17]=[C:18]([CH:23]=[CH:24][N:25]=2)[C:19]([O:21][CH3:22])=[O:20])[CH:12]=[CH:13][C:14]=1[O:6][CH2:5][CH2:4][CH2:3][S:2][CH3:1])#[N:8]. Reported procedure: In 5 ml of THF were dissolved 63 mg of 3-(methylthio)-1-propanol and 100 mg of methyl 2-(3-cyano-4-hydroxyphenyl)isonicotinate, and the resulting solution was heated at 0° C. for 10 minutes in the presence of 0.15 ml of tributylphosphine and 149 mg of 1,1′-(azodicarbonyl)dipiperidine. Then, the reaction solution was warmed to room temperature and stirred all day and night. After removal of the solvent, water was added and extraction with ethyl acetate was performed. The resulting organic layer i...